From a dataset of the Open Reaction Database (ORD), a public repository of structured organic reaction records. describe an organic reaction: reactants, conditions, products, and yield The reactants are C1CC(=O)N(C1=O)Cl (NCS), N1=CC=CC=C1 (pyridine), C1CC(=O)N(C1=O)Cl (NCS), ON=C[C@@H](CC(=O)OC)C1=CC=C(C=C1)OCC1=CC(=CC=C1)C1=CC=C(C=C1)C(F)(F)F ((S)-Methyl 4-(hydroxyimino)-3-(4-(3-(4-(trifluoromethyl)phenyl)benzyloxy)phenyl)butanoate), TEA, CC#C (methylacetylene). Solvent: C(Cl)Cl (DCM). Run at time 3 hour. Yields the product FC(C1=CC=C(C=C1)C=1C=C(COC2=CC=C(C=C2)[C@H](CC(=O)OC)C2=NOC(=C2)C)C=CC1)(F)F ((S)-Methyl 3-(4-(3-(4-(trifluoromethyl)phenyl)benzyloxy)phenyl)-3-(5-methylisoxazol-3-yl)propanoate). RXN SMILES: [OH:1][N:2]=[CH:3][C@H:4]([C:10]1[CH:15]=[CH:14][C:13]([O:16][CH2:17][C:18]2[CH:23]=[CH:22][CH:21]=[C:20]([C:24]3[CH:29]=[CH:28][C:27]([C:30]([F:33])([F:32])[F:31])=[CH:26][CH:25]=3)[CH:19]=2)=[CH:12][CH:11]=1)[CH2:5][C:6]([O:8][CH3:9])=[O:7].N1C=C[CH:37]=[CH:36][CH:35]=1.C1C(=O)N(Cl)C(=O)C1.CC#C>C(Cl)Cl>[F:33][C:30]([F:32])([F:31])[C:27]1[CH:26]=[CH:25][C:24]([C:20]2[CH:19]=[C:18]([CH:23]=[CH:22][CH:21]=2)[CH2:17][O:16][C:13]2[CH:12]=[CH:11][C:10]([C@@H:4]([C:3]3[CH:35]=[C:36]([CH3:37])[O:1][N:2]=3)[CH2:5][C:6]([O:8][CH3:9])=[O:7])=[CH:15][CH:14]=2)=[CH:29][CH:28]=1. Procedure details: Compound 39.2 (100 mg, 0.22 mmol) was dissolved in DCM, and pyridine (0.05 mL) and NCS (30 mg, 0.22 mmol) were added. The resulting mixture was stirred at room temperature for 3 hours. Additional NCS (60 mg) was added, and the mixture was left at room temperature overnight. Then TEA (0.4 mL) was added to the mixture, and a stream of methylacetylene was passed through the reaction mixture for 20 minutes. LCMS detected the desired product. The solvent was removed, and the residue was purified by C... The reactants are C(CCC)N=C=O (n-butylisocyanate), C(CN)N (ethylenediamine). Run in CCOCC (Et2O), C(C)(C)O (isopropanol). Conditions: temperature 25 celsius, time 3 hour. The product is N (NH3), C(CCC)NC(=O)NCCN (1-(n-Butyl)-3-(2-aminoethyl)urea). The yield is 123.7%. RXN SMILES: [CH2:1]([N:5]=[C:6]=[O:7])[CH2:2][CH2:3][CH3:4].[CH2:8]([NH2:11])[CH2:9][NH2:10]>CCOCC.C(O)(C)C>[NH3:5].[CH2:1]([NH:5][C:6]([NH:10][CH2:9][CH2:8][NH2:11])=[O:7])[CH2:2][CH2:3][CH3:4]. Reported procedure: A solution of n-butylisocyanate (19.83 g, 0.2 m) in Et2O (50 ml) was added over 40 minutes to a vigorously stirred solution of ethylenediamine (48.08 g, 0.8 m) in isopropanol (1000 ml). After stirring at 25° C. for 3 hours, and standing for about 16 hours, the mixture was filtered and the filtrate evaporated to dryness under reduced pressure initially using water aspiration and finally high vacuum at 70° C. The residue was stirred for 1 hour in 12N HCl (20 ml) and H2O (200 ml), filtered and the ... Reactants: [Br-], [Li]CCCC, CCOC(=O)CC1(CCC(C=O)Cc2ccc(C(=O)OC(C)(C)C)cc2)CC1, C1CCOC1, CCCCCC, [Cl-], [NH4+], Oc1ccccc1C[P+](c1ccccc1)(c1ccccc1)c1ccccc1. Product: CCOC(=O)CC1(CCC(C=Cc2ccccc2O)Cc2ccc(C(=O)OC(C)(C)C)cc2)CC1. Reaction SMILES: [Br-:6].[CH2:1]([Li:2])[CH2:3][CH2:4][CH3:5].[CH2:34]([CH3:35])[O:36][C:37]([CH2:38][C:39]1([CH2:42][CH2:43][CH:44]([CH2:45][c:46]2[cH:47][cH:48][c:49]([C:50](=[O:51])[O:52][C:53]([CH3:54])([CH3:55])[CH3:56])[cH:57][cH:58]2)[CH:59]=[O:60])[CH2:40][CH2:41]1)=[O:61].[CH2:70]1[O:71][CH2:72][CH2:73][CH2:74]1.[CH3:64][CH2:65][CH2:66][CH2:67][CH2:68][CH3:69].[Cl-:62].[NH4+:63].[OH:7][c:8]1[c:9]([CH2:10][P+:11]([c:12]2[cH:13][cH:14][cH:15][cH:16][cH:17]2)([c:18]2[cH:19][cH:20][cH:21][cH:22][cH:23]2)[c:24]2[cH:25][cH:26][cH:27][cH:28][cH:29]2)[cH:30][cH:31][cH:32][cH:33]1>>[OH:7][c:8]1[c:9]([CH:10]=[CH:59][CH:44]([CH2:43][CH2:42][C:39]2([CH2:38][C:37]([O:36][CH2:34][CH3:35])=[O:61])[CH2:40][CH2:41]2)[CH2:45][c:46]2[cH:47][cH:48][c:49]([C:50](=[O:51])[O:52][C:53]([CH3:54])([CH3:55])[CH3:56])[cH:57][cH:58]2)[cH:30][cH:31][cH:32][cH:33]1.